This data is from the Open Reaction Database (ORD), a public repository of structured organic reaction records. The task is: describe an organic reaction: reactants, conditions, products, and yield Yield: 90.1%. Yields the product BrC=1C=C(C(=O)O)C=CC1OC(C)C (3-Bromo-4-[(1-methylethyl)oxy]benzoic acid). Starting materials: BrC=1C=C(C(=O)OC(C)C)C=CC1OC(C)C (1-methylethyl 3-bromo-4-[(1-methylethyl)oxy]benzoate). Procedure: A solution of 1-methylethyl 3-bromo-4-[(1-methylethyl)oxy]benzoate (D20) (2.36 g, 7.84 mmol) in ethanol (100 mL) and aqueous sodium hydroxide (2M, 39 mL) was heated to reflux for 5 h. The reaction mixture was concentrated in vacuo and partitioned between ethyl acetate (125 mL) and water (125 mL), the latter acidified with 2M HCl (40 mL). The aqueous layer was extracted with further ethyl acetate (70 mL) and the combined organic extracts dried (phase separator) and concentrated in vacuo to give t... The solvent is C(C)O (ethanol), [OH-].[Na+] (sodium hydroxide). RXN SMILES: [Br:1][C:2]1[CH:3]=[C:4]([CH:11]=[CH:12][C:13]=1[O:14][CH:15]([CH3:17])[CH3:16])[C:5]([O:7]C(C)C)=[O:6]>C(O)C.[OH-].[Na+]>[Br:1][C:2]1[CH:3]=[C:4]([CH:11]=[CH:12][C:13]=1[O:14][CH:15]([CH3:17])[CH3:16])[C:5]([OH:7])=[O:6] |f:2.3|. The reactants are CN(C(=O)C1=C(C=CC(=C1)C=1C=C2C(=NC1)N(C=C2C2=C(C=CC=C2)OC)S(=O)(=O)C2=CC=C(C=C2)C)NC(=O)C2CN(CCC2)C(C)C)C (1-iso-Propyl-piperidine-3-carboxylic acid {2-dimethylcarbamoyl-4-[3-(2-methoxy-phenyl)-1-(toluene-4-sulfonyl)-1H-pyrrolo[2,3-b]pyridin-5-yl]-phenyl}-amide), [OH-].[K+] (potassium hydroxide). The solvent is CO (methanol), CN(C=O)C (dimethylformamide). Conditions: time 1 hour. Product: CN(C(=O)C1=C(C=CC(=C1)C=1C=C2C(=NC1)NC=C2C2=C(C=CC=C2)OC)NC(=O)C2CN(CCC2)C(C)C)C (1-isopropyl-piperidine-3-carboxylic acid {2-dimethylcarbamoyl-4-[3-(2-methoxy-phenyl)-1H-pyrrolo[2,3-b]pyridin-5-yl]-phenyl}-amide). Isolated yield 31.6%. RXN SMILES: [CH3:1][N:2]([CH3:50])[C:3]([C:5]1[CH:10]=[C:9]([C:11]2[CH:12]=[C:13]3[C:19]([C:20]4[CH:25]=[CH:24][CH:23]=[CH:22][C:21]=4[O:26][CH3:27])=[CH:18][N:17](S(C4C=CC(C)=CC=4)(=O)=O)[C:14]3=[N:15][CH:16]=2)[CH:8]=[CH:7][C:6]=1[NH:38][C:39]([CH:41]1[CH2:46][CH2:45][CH2:44][N:43]([CH:47]([CH3:49])[CH3:48])[CH2:42]1)=[O:40])=[O:4].[OH-].[K+]>CO.CN(C)C=O>[CH3:50][N:2]([CH3:1])[C:3]([C:5]1[CH:10]=[C:9]([C:11]2[CH:12]=[C:13]3[C:19]([C:20]4[CH:25]=[CH:24][CH:23]=[CH:22][C:21]=4[O:26][CH3:27])=[CH:18][NH:17][C:14]3=[N:15][CH:16]=2)[CH:8]=[CH:7][C:6]=1[NH:38][C:39]([CH:41]1[CH2:46][CH2:45][CH2:44][N:43]([CH:47]([CH3:48])[CH3:49])[CH2:42]1)=[O:40])=[O:4] |f:1.2|. Procedure: 1-iso-Propyl-piperidine-3-carboxylic acid {2-dimethylcarbamoyl-4-[3-(2-methoxy-phenyl)-1-(toluene-4-sulfonyl)-1H-pyrrolo[2,3-b]pyridin-5-yl]-phenyl}-amide (185.1 mg, 0.27 mmol) was dissolved in methanol (0.5 mL) and dimethylformamide (0.5 mL), cooled to 0° C. and 50% w/v aqueous potassium hydroxide (0.2 mL) was added. After 1 hour, the reaction was quenched by addition of concentrated hydrochloric acid (0.2 mL). The mixture was carefully poured into saturated sodium bicarbonate and extracted wit... The reactants are S=C(Cl)Cl, Cl, Cc1c(N)ccc2c1OCCO2, [Na+], [OH-], O. The product is Cc1c(N=C=S)ccc2c1OCCO2. As a reaction SMILES: [Cl:13][C:14]([Cl:15])=[S:16].[ClH:20].[NH2:1][c:2]1[c:3]([CH3:12])[c:4]2[c:5]([cH:10][cH:11]1)[O:6][CH2:7][CH2:8][O:9]2.[Na+:18].[OH-:17].[OH2:19]>>[N:1]([c:2]1[c:3]([CH3:12])[c:4]2[c:5]([cH:10][cH:11]1)[O:6][CH2:7][CH2:8][O:9]2)=[C:14]=[S:16]. The reactants are COC(=O)CC(=O)Nc1ccc(OCc2cccc(F)c2)cc1, CO, NN, O. The product is NNC(=O)CC(=O)Nc1ccc(OCc2cccc(F)c2)cc1. As a reaction SMILES: [CH3:1][O:2][C:3]([CH2:4][C:5](=[O:6])[NH:7][c:8]1[cH:9][cH:10][c:11]([O:14][CH2:15][c:16]2[cH:17][c:18]([F:22])[cH:19][cH:20][cH:21]2)[cH:12][cH:13]1)=[O:23].[CH3:27][OH:28].[NH2:25][NH2:26].[OH2:24]>>[O:2]=[C:3]([CH2:4][C:5](=[O:6])[NH:7][c:8]1[cH:9][cH:10][c:11]([O:14][CH2:15][c:16]2[cH:17][c:18]([F:22])[cH:19][cH:20][cH:21]2)[cH:12][cH:13]1)[NH:25][NH2:26]. Starting materials: solution, C1(=CC=CC=C1)C(CCOC(CC(=O)CCl)=O)C1=CC=CC=C1 ((3,3-diphenylpropane-1-yl)4-chloroacetoacetate), [H-].[Na+] (sodium hydride), alkoxide, C1(CCCCC1)CCO (2-cyclohexylethanol), solution, [H-].[Na+] (sodium hydride). Run in C1CCOC1 (THF), C1CCOC1 (THF), C1CCOC1 (THF). Conditions: time 20 minute. The product is C1(=CC=CC=C1)C(CCOC(CC(COCCC1CCCCC1)=O)=O)C1=CC=CC=C1 ((3,3-diphenylpropane-1-yl)4-(2-cyclohexylethoxy)-3-oxobutanoate). Reaction SMILES: [C:1]1([CH:7]([C:18]2[CH:23]=[CH:22][CH:21]=[CH:20][CH:19]=2)[CH2:8][CH2:9][O:10][C:11](=[O:17])[CH2:12][C:13]([CH2:15]Cl)=[O:14])[CH:6]=[CH:5][CH:4]=[CH:3][CH:2]=1.[H-].[Na+].[CH:26]1([CH2:32][CH2:33][OH:34])[CH2:31][CH2:30][CH2:29][CH2:28][CH2:27]1>C1COCC1>[C:1]1([CH:7]([C:18]2[CH:23]=[CH:22][CH:21]=[CH:20][CH:19]=2)[CH2:8][CH2:9][O:10][C:11](=[O:17])[CH2:12][C:13](=[O:14])[CH2:15][O:34][CH2:33][CH2:32][CH:26]2[CH2:31][CH2:30][CH2:29][CH2:28][CH2:27]2)[CH:6]=[CH:5][CH:4]=[CH:3][CH:2]=1 |f:1.2|. Procedure details: 2.5 ml of a solution of 610 mg (1.84 mmol) of (3,3-diphenylpropane-1-yl)4-chloroacetoacetate in THF was added dropwise to a suspension of 158 mg (3.95 mmol) of sodium hydride (60% oily) in 5 ml of THF at 0° C., and they were stirred at room temperature for 20 minutes. An alkoxide solution previously prepared by adding 397 mg (3.09 mmol) of 2-cyclohexylethanol to 5 ml of a solution of 134 mg (3.36 mmol) of sodium hydride (60% oily) in THF was added to the obtained mixture at 0° C., and they were ... Yields the product NCC(C)(C)P(O)(O)=O (2-Amino-1,1-dimethyl-ethyl phosphonic acid). Run in CO (methanol). Starting materials: CC#N (CH3CN), C(C)OP(OCC)(=O)C(CN)(C)C (Dietyl(2-amino-1,1-dimethyl-ethyl)phosphonate), C[Si](C)(C)Br (TMSBr). Procedure: A solution of CH3CN (30 mL) of crude 6 (2.5 g) was cooled to 0° C., and treated with TMSBr (8 g, 52 mmol) for 5 hr. The reaction mixture was stirred with methanol for 1.5 hr at room temperature, concentrated, recharged with methanol, concentrated to dryness to give crude 7 which was used for next reaction without further purification. Reaction SMILES: CC#N.C([O:6][P:7]([C:12]([CH3:16])([CH3:15])[CH2:13][NH2:14])(=[O:11])[O:8]CC)C.C[Si](Br)(C)C>CO>[NH2:14][CH2:13][C:12]([P:7](=[O:6])([OH:11])[OH:8])([CH3:16])[CH3:15]. Reactants: Cl (HCl), CN(C)C=O (DMF), C1C=CC2=CC=CC=C12 (indene), NC1=CC=C(C=C1)I (para-amino-iodo-benzene), 0,134. Reagents/catalysts: CC(=O)[O-].CC(=O)[O-].[Pd+2] (Pd(OAc)2). Run in C(C)N(CC)CC (triethylamine). The product is NC1=CC=C(C=C1)C1C=CC2=CC=CC=C12 (4-amino-phenyl-indene). RXN SMILES: CN(C=O)C.[CH2:6]1[C:14]2[C:9](=[CH:10][CH:11]=[CH:12][CH:13]=2)[CH:8]=[CH:7]1.[NH2:15][C:16]1[CH:21]=[CH:20][C:19](I)=[CH:18][CH:17]=1.Cl>CC([O-])=O.CC([O-])=O.[Pd+2].C(N(CC)CC)C>[NH2:15][C:16]1[CH:21]=[CH:20][C:19]([CH:6]2[C:14]3[C:9](=[CH:10][CH:11]=[CH:12][CH:13]=3)[CH:8]=[CH:7]2)=[CH:18][CH:17]=1 |f:4.5.6|. Reported procedure: 20 ml of DMF, 2.2 g (20 mmol) of indene, 4,4 g (20 mmol) of para-amino-iodo-benzene, 2 ml of triethylamine and 0,134 (0,6 mmol) of Pd(OAc)2 were stirred under reflux for 10 h. The resulting mixture was poured into 200 ml of 15% HCl. Forming precipitate was separated and washed with dichloromethane. The resulting substance was treated with the mixture 50 ml of dichloromethane and 50 ml of 5% KOH in water. Organic layer was separated, washed twice with water, filtered and dried over Na2SO4. Dichlo... The reactants are B(Cl)(Cl)Cl (boron trichloride), NC1=CC=CC=C1 (aniline), Cl (hydrochloric acid), CCOCC (ether), ClCCCC#N (4-chlorobutyronitrile), [Cl-].[Al+3].[Cl-].[Cl-] (aluminium chloride), Cl (HCl). Run in ClCCCl (1,2-dichloroethane), 1,2-dichlorolethane. Product: Cl.NC1=C(C=CC=C1)C(CCCCl)=O (1-(2-Aminophenyl)-4-chlorobutan-1-one hydrochloride). As a reaction SMILES: B(Cl)(Cl)[Cl:2].[NH2:5][C:6]1[CH:11]=[CH:10][CH:9]=[CH:8][CH:7]=1.[Cl:12][CH2:13][CH2:14][CH2:15][C:16]#N.[Cl-].[Al+3].[Cl-].[Cl-].Cl.CC[O:25]CC>ClCCCl>[ClH:2].[NH2:5][C:6]1[CH:11]=[CH:10][CH:9]=[CH:8][C:7]=1[C:16](=[O:25])[CH2:15][CH2:14][CH2:13][Cl:12] |f:3.4.5.6,10.11|. Procedure: To a solution of boron trichloride (55 g) in 1,2-dichloroethane (200 ml) at 0° was added dropwise a solution of aniline (39.1 g, 0.42 mol) in 1,2-dichlorolethane (50 ml) maintaining the temperature below 5°. On completion of the addition 4-chlorobutyronitrile (41.4 g, 0.42 mol) and aluminium chloride (53.34 g, 0.42 mol) were added successively and the reaction mixture allowed to warm up to room temperature then heated under reflux for 20 hours. After allowing to cool, 2N hydrochloric acid (100 m... The reactants are C(C)[BH-](CC)CC.[Li+] (Lithium triethylborohydride), NC1=NC(=C(C(=N1)O)CC1=C(C=C(C(=O)OC)C=C1)OC)C (Methyl 4-((2-amino-4-hydroxy-6-methylpyrimidin-5-yl)methyl)-3-meth oxybenzoate), O (Water), Cl (hydrogen chloride). Run in C1CCOC1 (THF). Reaction conditions: time 3.5 hour. Product: NC1=NC(=C(C(=N1)O)CC1=C(C=C(C=C1)CO)OC)C (2-amino-5-(4-(hydroxymethyl)-2-methoxybenzyl)-6-methylpyrimidin-4-ol). The yield is 103.6%. Reaction SMILES: C([BH-](CC)CC)C.[Li+].[NH2:9][C:10]1[N:15]=[C:14]([OH:16])[C:13]([CH2:17][C:18]2[CH:27]=[CH:26][C:21]([C:22](OC)=[O:23])=[CH:20][C:19]=2[O:28][CH3:29])=[C:12]([CH3:30])[N:11]=1.O.Cl>C1COCC1>[NH2:9][C:10]1[N:15]=[C:14]([OH:16])[C:13]([CH2:17][C:18]2[CH:27]=[CH:26][C:21]([CH2:22][OH:23])=[CH:20][C:19]=2[O:28][CH3:29])=[C:12]([CH3:30])[N:11]=1 |f:0.1|. Procedure details: Lithium triethylborohydride (93 mL) was added to a solution of the product from step (ii) (5.0 g) in THF (25 mL) over 5 min and the reaction mixture was stirred at RT for 3.5 h. Water (60 mL) and 2M-hydrogen chloride (40 mL) was added to the mixture. The organic solvent was removed by evaporation. 2M-hydrogen chloride (16 mL) was added and the mixture was stirred at RT for 4 h. The mixture was neutralized by saturated aqueous sodium hydrogen carbonate. The precipitate was collected by filtration... Product: CC(C)N1CCC(NC(=O)c2cccn2Cc2cc(-c3ccc(Cl)s3)on2)CC1. Reaction SMILES: [CH3:31][CH2:32][N:33]=[C:34]=[N:35][CH2:36][CH2:37][CH2:38][N:39]([CH3:40])[CH3:41].[CH3:67][O:68][CH2:69][CH2:70][O:71][CH3:72].[CH:43]([N:44]([CH2:45][CH3:46])[CH:47]([CH3:48])[CH3:49])([CH3:50])[CH3:51].[CH:54]([CH3:55])([CH3:56])[N:57]1[CH2:58][CH2:59][CH:60]([NH2:63])[CH2:61][CH2:62]1.[Cl:1][c:2]1[cH:3][cH:4][c:5](-[c:7]2[cH:8][c:9]([CH2:12][n:13]3[c:14]([C:18](=[O:19])[OH:20])[cH:15][cH:16][cH:17]3)[n:10][o:11]2)[s:6]1.[Cl:64][CH2:65][Cl:66].[ClH:42].[ClH:52].[ClH:53].[OH:21][n:22]1[c:23]2[n:24][cH:25][cH:26][cH:27][c:28]2[n:29][n:30]1>>[Cl:1][c:2]1[cH:3][cH:4][c:5](-[c:7]2[cH:8][c:9]([CH2:12][n:13]3[c:14]([C:18](=[O:20])[NH:63][CH:60]4[CH2:59][CH2:58][N:57]([CH:54]([CH3:55])[CH3:56])[CH2:62][CH2:61]4)[cH:15][cH:16][cH:17]3)[n:10][o:11]2)[s:6]1. Reactants: CCN=C=NCCCN(C)C, COCCOC, CCN(C(C)C)C(C)C, CC(C)N1CCC(N)CC1, O=C(O)c1cccn1Cc1cc(-c2ccc(Cl)s2)on1, ClCCl, Cl, Cl, Cl, On1nnc2cccnc21.